describe an organic reaction: reactants, conditions, products, and yield From a dataset of the Open Reaction Database (ORD), a public repository of structured organic reaction records. Reactants: CN(C)Cc1ccc(SC2CCNCC2)cc1, O=C(Cl)OCc1ccccc1, [Na+], C1CCOC1, [OH-], O. The product is CN(C)Cc1ccc(SC2CCN(C(=O)OCc3ccccc3)CC2)cc1. Reaction SMILES: [CH3:1][N:2]([CH3:3])[CH2:4][c:5]1[cH:6][cH:7][c:8]([S:11][CH:12]2[CH2:13][CH2:14][NH:15][CH2:16][CH2:17]2)[cH:9][cH:10]1.[Cl:21][C:22](=[O:23])[O:24][CH2:25][c:26]1[cH:27][cH:28][cH:29][cH:30][cH:31]1.[Na+:19].[O:32]1[CH2:33][CH2:34][CH2:35][CH2:36]1.[OH-:18].[OH2:20]>>[CH3:1][N:2]([CH3:3])[CH2:4][c:5]1[cH:6][cH:7][c:8]([S:11][CH:12]2[CH2:13][CH2:14][N:15]([C:22](=[O:23])[O:24][CH2:25][c:26]3[cH:27][cH:28][cH:29][cH:30][cH:31]3)[CH2:16][CH2:17]2)[cH:9][cH:10]1. Reactants: NCC(C)N (1,2-diaminopropane), C1(=CC=CC=C1)C[C@@H](CN)N ((S)-3-phenylpropane-1,2-diamine), C(C1=CC=CC=C1)(=O)NC=1C=C(C(=O)O)C=CN1 (2-benzamidoisonicotinic acid). Yields the product C(C1=CC=CC=C1)C1N=C(NC1)C1=CC(=NC=C1)NC(C1=CC=CC=C1)=O (N-(4-(4-benzyl-4,5-dihydro-1H-imidazol-2-yl)pyridin-2-yl)benzamide). Isolated yield 34.0%. As a reaction SMILES: NCC(N)C.[C:6]1([CH2:12][C@H:13]([NH2:16])[CH2:14][NH2:15])[CH:11]=[CH:10][CH:9]=[CH:8][CH:7]=1.[C:17]([NH:25][C:26]1[CH:27]=[C:28]([CH:32]=[CH:33][N:34]=1)[C:29](O)=O)(=[O:24])[C:18]1[CH:23]=[CH:22][CH:21]=[CH:20][CH:19]=1>>[CH2:12]([CH:13]1[CH2:14][NH:15][C:29]([C:28]2[CH:32]=[CH:33][N:34]=[C:26]([NH:25][C:17](=[O:24])[C:18]3[CH:19]=[CH:20][CH:21]=[CH:22][CH:23]=3)[CH:27]=2)=[N:16]1)[C:6]1[CH:11]=[CH:10][CH:9]=[CH:8][CH:7]=1. Procedure details: Following the procedure as described in Example 9, making variations as required to replace 1,2-diaminopropane with (S)-3-phenylpropane-1,2-diamine to react with 2-benzamidoisonicotinic acid, N-(4-(4-benzyl-4,5-dihydro-1H-imidazol-2-yl)pyridin-2-yl)benzamide was obtained in 34% yield: MS (ES+) m/z 357.3 (M+1). The reactants are C[O-], CO, Cc1nnc(Cl)c(-c2c(F)cc(F)cc2F)c1-c1ccc(Cl)nc1, [Na+], O. The product is COc1nnc(C)c(-c2ccc(Cl)nc2)c1-c1c(F)cc(F)cc1F. As a reaction SMILES: [CH3:25][O-:26].[CH3:28][OH:29].[Cl:1][c:2]1[n:3][n:4][c:5]([CH3:24])[c:6](-[c:17]2[cH:18][n:19][c:20]([Cl:23])[cH:21][cH:22]2)[c:7]1-[c:8]1[c:9]([F:16])[cH:10][c:11]([F:15])[cH:12][c:13]1[F:14].[Na+:27].[OH2:30]>>[c:2]1([O:26][CH3:25])[n:3][n:4][c:5]([CH3:24])[c:6](-[c:17]2[cH:18][n:19][c:20]([Cl:23])[cH:21][cH:22]2)[c:7]1-[c:8]1[c:9]([F:16])[cH:10][c:11]([F:15])[cH:12][c:13]1[F:14]. Reactants: N=1C=2N(C=CC1)C1=C(N2)C=CC=C1 (benzimidazo[1,2-a]pyrimidine), Cl (hydrochloric acid). The reagents and catalysts are [Pd] (palladium on activated charcoal). Yields the product Cl.N1C=2N(CCC1)C1=C(N2)C=CC=C1 (1,2,3,4-tetrahydro-benzimidazo[1,2-a]pyrimidine hydrochloride). As a reaction SMILES: [N:1]1[C:2]2[N:3]([C:7]3[CH:13]=[CH:12][CH:11]=[CH:10][C:8]=3[N:9]=2)[CH:4]=[CH:5][CH:6]=1.[ClH:14]>[Pd]>[ClH:14].[NH:1]1[CH2:6][CH2:5][CH2:4][N:3]2[C:7]3[CH:13]=[CH:12][CH:11]=[CH:10][C:8]=3[N:9]=[C:2]12 |f:3.4|. Reported procedure: 0.602 g benzimidazo[1,2-a]pyrimidine hydroperchlorate was heated for 9 h in a hydrochloric acid solution (2 M HCl) with palladium on activated charcoal, with H2 fed in. Subsequent filtration, removal of the solvent and addition of diethyl ether yielded the 1,2,3,4-tetrahydro-benzimidazo[1,2-a]pyrimidine hydrochloride in the form of colorless crystals, which were recrystallized from ethanol. Reactants: P(=O)(Cl)(Cl)Cl (Phosphorus oxychloride), O=C1C=CC2=C(C[C@@H]3CCCN([C@H]3C2)CCC)N1 ((±)-trans2-oxo-6-propyl-1,2,5,5a,6,7,8,9,9a,10-decahydropyrido -[2,3-g]quinoline), [NH4+].[OH-] (NH4OH). Solvent: CN(C=O)C (dimethylformamide). Run at temperature 135 celsius, time 17 hour. Yields the product Cl.ClC=1C=CC2=C(C[C@@H]3CCCN([C@H]3C2)CCC)N1 ((±)-trans-2-Chloro-6-propyl-5,5a,6,7,8,9,9a, 10-octahydropyrido[2,3-g]quinoline hydrochloride). Yield: 79.4%. RXN SMILES: P(Cl)(Cl)([Cl:3])=O.O=[C:7]1[NH:23][C:11]2[CH2:12][C@H:13]3[C@H:18]([CH2:19][C:10]=2[CH:9]=[CH:8]1)[N:17]([CH2:20][CH2:21][CH3:22])[CH2:16][CH2:15][CH2:14]3.[NH4+].[OH-]>CN(C)C=O>[ClH:3].[Cl:3][C:7]1[CH:8]=[CH:9][C:10]2[CH2:19][C@H:18]3[C@@H:13]([CH2:14][CH2:15][CH2:16][N:17]3[CH2:20][CH2:21][CH3:22])[CH2:12][C:11]=2[N:23]=1 |f:2.3,5.6|. Reported procedure: Phosphorus oxychloride (272 g, 165 mL, 175 mol) was added over 6 hours to a solution of (±)-trans2-oxo-6-propyl-1,2,5,5a,6,7,8,9,9a,10-decahydropyrido -[2,3-g]quinoline (5.75 g, 23.4 mMol) in dimethylformamide (250 mL) at 135° C. The reaction was stirred at 135° C. for 17 hours, poured over ice, and made basic with NH4OH and extracted with methylene chloride. The extract was dried (Na2SO4) and concentrated to give the crude product as a brown oil. Purification by flash chromatography (5% methano... Starting materials: Clc1cc(CBr)cnc1Cl, CO, O=C1C=C(NCCF)CO1, [H-], [Na+], C1CCOC1. Product: O=C1C=C(N(CCF)Cc2cnc(Cl)c(Cl)c2)CO1. As a reaction SMILES: [Br:13][CH2:14][c:15]1[cH:16][n:17][c:18]([Cl:22])[c:19]([Cl:21])[cH:20]1.[CH3:23][OH:24].[F:1][CH2:2][CH2:3][NH:4][C:5]1=[CH:6][C:7](=[O:10])[O:8][CH2:9]1.[H-:11].[Na+:12].[O:25]1[CH2:26][CH2:27][CH2:28][CH2:29]1>>[F:1][CH2:2][CH2:3][N:4]([C:5]1=[CH:6][C:7](=[O:10])[O:8][CH2:9]1)[CH2:14][c:15]1[cH:16][n:17][c:18]([Cl:22])[c:19]([Cl:21])[cH:20]1. The reactants are C1CCOC1 (THF), C(=O)([O-])[O-].[Na+].[Na+] (Na2CO3), BrC1=CC(=C(S1)[N+](=O)[O-])C(=O)N (5-Bromo-2-nitrothiophene-3-carboxamide), [Si](C)(C)(C(C)(C)C)OC(C)(C)C1=NC=C(C=C1)B1OC(C(O1)(C)C)(C)C (2-(1-{[tert-butyl(dimethyl)silyl]oxy}-1-methylethyl)-5-(4,4,5,5-tetramethyl-1,3,2-dioxaborolan-2-yl)pyridine). The reagents and catalysts are C=1C=CC(=CC1)[P](C=2C=CC=CC2)(C=3C=CC=CC3)[Pd]([P](C=4C=CC=CC4)(C=5C=CC=CC5)C=6C=CC=CC6)([P](C=7C=CC=CC7)(C=8C=CC=CC8)C=9C=CC=CC9)[P](C=1C=CC=CC1)(C=1C=CC=CC1)C=1C=CC=CC1 (Pd(PPh3)4). The solvent is O (water). Reaction conditions: temperature 90 celsius, time 8 hour. Product: crude residue, [Si](C)(C)(C(C)(C)C)OC(C)(C)C1=CC=C(C=N1)C1=CC(=C(S1)[N+](=O)[O-])C(=O)N (5-[6-(1-{[tert-Butyl(dimethyl)silyl]oxy}-1-methylethyl)pyridin-3-yl]-2-nitrothiophene-3-carboxamide). The yield is 10.0%. RXN SMILES: Br[C:2]1[S:6][C:5]([N+:7]([O-:9])=[O:8])=[C:4]([C:10]([NH2:12])=[O:11])[CH:3]=1.[Si:13]([O:20][C:21]([C:24]1[CH:29]=[CH:28][C:27](B2OC(C)(C)C(C)(C)O2)=[CH:26][N:25]=1)([CH3:23])[CH3:22])([C:16]([CH3:19])([CH3:18])[CH3:17])([CH3:15])[CH3:14].C1COCC1.C([O-])([O-])=O.[Na+].[Na+]>O.C1C=CC([P]([Pd]([P](C2C=CC=CC=2)(C2C=CC=CC=2)C2C=CC=CC=2)([P](C2C=CC=CC=2)(C2C=CC=CC=2)C2C=CC=CC=2)[P](C2C=CC=CC=2)(C2C=CC=CC=2)C2C=CC=CC=2)(C2C=CC=CC=2)C2C=CC=CC=2)=CC=1>[Si:13]([O:20][C:21]([C:24]1[N:25]=[CH:26][C:27]([C:2]2[S:6][C:5]([N+:7]([O-:9])=[O:8])=[C:4]([C:10]([NH2:12])=[O:11])[CH:3]=2)=[CH:28][CH:29]=1)([CH3:23])[CH3:22])([C:16]([CH3:17])([CH3:18])[CH3:19])([CH3:15])[CH3:14] |f:3.4.5,^1:54,56,75,94|. Reported procedure: 5-Bromo-2-nitrothiophene-3-carboxamide (602 mg, 2.40 mmol), 2-(1-{[tert-butyl(dimethyl)silyl]oxy}-1-methylethyl)-5-(4,4,5,5-tetramethyl-1,3,2-dioxaborolan-2-yl)pyridine (905 mg, 2.40 mmol), and Pd(PPh3)4 (139 mg, 0.12 mmol) were combined in a vial and evacuated/backfilled with nitrogen. THF (5.6 mL) and 2 N Na2CO3 (2.4 mL) were added, and the reaction was stirred at 90° C. overnight. The reaction mixture was cooled to room temperature, diluted with water, and extracted with EtOAc (2×). The combi...